Dataset: the Open Reaction Database (ORD), a public repository of structured organic reaction records. Task: describe an organic reaction: reactants, conditions, products, and yield Reactants: C(C)(C)(C)OC(=O)N[C@@]1(CN(CC1C)[C@H](C)C1=CC=CC=C1)CF ((3S)-3-(tert-butoxycarbonylamino)-3-fluoromethyl-4-methyl-1-[(1R)-1-phenylethyl]pyrrolidine). The reagents and catalysts are [C].[Pd] (palladium-carbon). Solvent: C(C)O (ethanol), [H][H] (hydrogen). Product: C(C)(C)(C)OC(=O)N[C@@]1(CNCC1C)CF ((3S)-3-(tert-Butoxycarbonylamino)-3-fluoromethyl-4-methylpyrrolidine). Reaction SMILES: [C:1]([O:5][C:6]([NH:8][C@@:9]1([CH2:23][F:24])[CH:13]([CH3:14])[CH2:12][N:11]([C@@H](C2C=CC=CC=2)C)[CH2:10]1)=[O:7])([CH3:4])([CH3:3])[CH3:2]>C(O)C.[C].[Pd].[H][H]>[C:1]([O:5][C:6]([NH:8][C@@:9]1([CH2:23][F:24])[CH:13]([CH3:14])[CH2:12][NH:11][CH2:10]1)=[O:7])([CH3:3])([CH3:4])[CH3:2] |f:2.3|. Procedure details: To a solution of (3S)-3-(tert-butoxycarbonylamino)-3-fluoromethyl-4-methyl-1-[(1R)-1-phenylethyl]pyrrolidine (200 mg, 0.594 mmol) in ethanol (12 mL) was added 10% palladium-carbon catalyst (containing 52.8% water, 200 mg), and the suspension was stirred in an oil bath at 40° C. for 2 hours in hydrogen gas atmosphere. After removing the catalyst by filtration, the solvent was removed by distillation under reduced pressure to obtain 150 mg (quantitative) of the crude title compound as a white soli... The reactants are C(=O)([O-])[O-].[Cs+].[Cs+] (Cs2CO3), ClC=1C(=CC(=C(C1)C(C)=O)O)OC (1-(5-chloro-2-hydroxy-4-methoxy-phenyl)-ethanone), BrCC(=O)OCC (ethyl bromoacetate). Solvent: C(C)#N (acetonitrile). Run at time 2 hour. Yields the product C(C)OC(COC1=C(C=C(C(=C1)OC)Cl)C(C)=O)=O ((2-Acetyl-4-chloro-5-methoxy-phenoxy)-acetic acid ethyl ester). As a reaction SMILES: [Cl:1][C:2]1[C:3]([O:12][CH3:13])=[CH:4][C:5]([OH:11])=[C:6]([C:8](=[O:10])[CH3:9])[CH:7]=1.C([O-])([O-])=O.[Cs+].[Cs+].Br[CH2:21][C:22]([O:24][CH2:25][CH3:26])=[O:23]>C(#N)C>[CH2:25]([O:24][C:22](=[O:23])[CH2:21][O:11][C:5]1[CH:4]=[C:3]([O:12][CH3:13])[C:2]([Cl:1])=[CH:7][C:6]=1[C:8](=[O:10])[CH3:9])[CH3:26] |f:1.2.3|. Reported procedure: To a solution of the above prepared 1-(5-chloro-2-hydroxy-4-methoxy-phenyl)-ethanone (4.22 g, 21.0 mmol) in 50 mL of acetonitrile were successively added Cs2CO3 (8.22 g, 1.2 eq.) and ethyl bromoacetate (2.44 mL, 1.05 eq.) and the mixture vigorously stirred at ambient temperature for 2 h. Pouring onto crashed ice/NH4Cl, twofold extraction with AcOEt, washing with water, drying over magnesium sulfate, and evaporation of the solvents left 6.05 g of the title compound as off-white solid, used direct... The reactants are C1CCOC1, [Li]CCCC, Cc1cc(Nc2nccc(C(F)(F)F)n2)cc(-c2cncs2)c1, CC(C)[N-]C(C)C, COC(=O)C1CCC(=O)CC1(C)C, CC(C)NC(C)C, [Li+], [Li]. Yields the product Cc1cc(Nc2nccc(C(F)(F)F)n2)cc(-c2cnc(C34CCC(C(=O)O3)C(C)(C)C4)s2)c1. As a reaction SMILES: [CH2:58]1[O:59][CH2:60][CH2:61][CH2:62]1.[CH2:8]([Li:9])[CH2:10][CH2:11][CH3:12].[CH3:13][c:14]1[cH:15][c:16]([NH:25][c:26]2[n:27][cH:28][cH:29][c:30]([C:32]([F:33])([F:34])[F:35])[n:31]2)[cH:17][c:18](-[c:20]2[cH:21][n:22][cH:23][s:24]2)[cH:19]1.[CH3:37][CH:38]([N-:39][CH:40]([CH3:41])[CH3:42])[CH3:43].[CH3:44][C:45]1([CH3:56])[CH:46]([C:52](=[O:53])[O:54][CH3:55])[CH2:47][CH2:48][C:49](=[O:51])[CH2:50]1.[CH:1]([NH:2][CH:3]([CH3:4])[CH3:5])([CH3:6])[CH3:7].[Li+:36].[Li:57]>>[CH3:13][c:14]1[cH:15][c:16]([NH:25][c:26]2[n:27][cH:28][cH:29][c:30]([C:32]([F:33])([F:34])[F:35])[n:31]2)[cH:17][c:18](-[c:20]2[cH:21][n:22][c:23]([C:49]34[CH2:48][CH2:47][CH:46]([C:45]([CH3:44])([CH3:56])[CH2:50]3)[C:52](=[O:53])[O:54]4)[s:24]2)[cH:19]1.